Dataset: the Open Reaction Database (ORD), a public repository of structured organic reaction records. Task: describe an organic reaction: reactants, conditions, products, and yield The reactants are COC1=CC=C2C=C(NC2=C1C)C(=O)O (6-methoxy-7-methylindole-2-carboxylic acid), C(C)C=1C(=NC=CC1)N1CCNCC1 (1-(3-ethyl-2-pyridinyl)piperazine), C(=O)(N1C=NC=C1)N1C=NC=C1 (1,1'-carbonyldiimidazole). Solvent: C1CCOC1 (THF). The product is CCNC1=C(N=CC=C1)N2CCN(CC2)C(=O)C3=CC4=C(N3)C(=C(C=C4)OC)C (1-[6-Methoxy-7-methylindolyl-2-carbonyl]-4-(3-ethylamino-2-pyridinyl)piperazine). Reaction SMILES: [CH3:1][O:2][C:3]1[C:11]([CH3:12])=[C:10]2[C:6]([CH:7]=[C:8]([C:13]([OH:15])=O)[NH:9]2)=[CH:5][CH:4]=1.C([C:18]1[C:19]([N:24]2[CH2:29][CH2:28][NH:27][CH2:26][CH2:25]2)=[N:20][CH:21]=[CH:22][CH:23]=1)C.C(N1C=CN=C1)([N:32]1[CH:36]=[CH:35]N=C1)=O>C1COCC1>[CH3:35][CH2:36][NH:32][C:18]1[CH:23]=[CH:22][CH:21]=[N:20][C:19]=1[N:24]1[CH2:25][CH2:26][N:27]([C:13]([C:8]2[NH:9][C:10]3[C:11]([CH3:12])=[C:3]([O:2][CH3:1])[CH:4]=[CH:5][C:6]=3[CH:7]=2)=[O:15])[CH2:28][CH2:29]1. Procedure details: Following the general procedure of EXAMPLE 16 and making non-critical variations but starting with 6-methoxy-7-methylindole-2-carboxylic acid (0.23 g), 1-(3-ethyl-2-pyridinyl)piperazine (0.24 g), 1,1'-carbonyldiimidazole (0.19 g) and THF (3 ml), the title compound is obtained, mp 162°-163°. Starting materials: CC#CCOc1ccc(S(=O)(=O)N2C=CSC(C)(C)C2C(=O)OC)cc1, [I-], [Li+]. The product is CC#CCOc1ccc(S(=O)(=O)N2C=CSC(C)(C)C2C(=O)O)cc1. RXN SMILES: [CH3:3][O:4][C:5](=[O:6])[CH:7]1[C:8]([CH3:27])([CH3:28])[S:9][CH:10]=[CH:11][N:12]1[S:13](=[O:14])(=[O:15])[c:16]1[cH:17][cH:18][c:19]([O:22][CH2:23][C:24]#[C:25][CH3:26])[cH:20][cH:21]1.[I-:1].[Li+:2]>>[O:4]=[C:5]([OH:6])[CH:7]1[C:8]([CH3:27])([CH3:28])[S:9][CH:10]=[CH:11][N:12]1[S:13](=[O:14])(=[O:15])[c:16]1[cH:17][cH:18][c:19]([O:22][CH2:23][C:24]#[C:25][CH3:26])[cH:20][cH:21]1. Product: Cc1cc(C#N)cc(C)c1Oc1nc(Nc2ccc(C#N)cc2)nc2c(Cl)c[nH]c12. Reaction SMILES: [C:1](#[N:2])[c:3]1[cH:4][cH:5][c:6]([NH:9][c:10]2[n:11][c:12]([O:19][c:20]3[c:21]([CH3:29])[cH:22][c:23]([C:24]#[N:25])[cH:26][c:27]3[CH3:28])[c:13]3[c:14]([n:15]2)[cH:16][cH:17][nH:18]3)[cH:7][cH:8]1.[Cl:30][N:31]1[C:32](=[O:33])[CH2:34][CH2:35][C:36]1=[O:37].[Cl:38][CH2:39][Cl:40]>>[C:1](#[N:2])[c:3]1[cH:4][cH:5][c:6]([NH:9][c:10]2[n:11][c:12]([O:19][c:20]3[c:21]([CH3:29])[cH:22][c:23]([C:24]#[N:25])[cH:26][c:27]3[CH3:28])[c:13]3[c:14]([n:15]2)[c:16]([Cl:30])[cH:17][nH:18]3)[cH:7][cH:8]1. Starting materials: Cc1cc(C#N)cc(C)c1Oc1nc(Nc2ccc(C#N)cc2)nc2cc[nH]c12, O=C1CCC(=O)N1Cl, ClCCl. Reactants: C(Cl)(Cl)Cl (chloroform), COC=1C=C(C=CC1OC)C1=CC=CC(=N1)C(=O)N1CCN(CC1)C1=CC=C(OCCN2CCN(CC2)C(=O)OC(C)(C)C)C=C1 (t-butyl 4-[2-(4-{4-[6-(3,4-dimethoxyphenyl)pyridine-2-carbonyl]piperazin-1-yl}phenoxy)ethyl]piperazine-1-carboxylate), Cl.C(C)(=O)OCC (hydrogen chloride ethyl acetate), C(Cl)(Cl)Cl (chloroform), Cl.C(C)(=O)OCC (hydrogen chloride ethyl acetate). The solvent is C(C)O (Ethanol). Reaction conditions: time 2 day. The product is O.Cl.Cl.Cl.Cl.COC=1C=C(C=CC1OC)C1=CC=CC(=N1)C(=O)N1CCN(CC1)C1=CC=C(C=C1)OCCN1CCNCC1 (1-[6-(3,4-dimethoxyphenyl)pyridine-2-carbonyl]-4-[4-(2-piperazin-1-ylethoxy)phenyl]piperazine tetrahydrochloride hydrate). Reaction SMILES: C(Cl)(Cl)[Cl:2].[CH3:5][O:6][C:7]1[CH:8]=[C:9]([C:15]2[N:20]=[C:19]([C:21]([N:23]3[CH2:28][CH2:27][N:26]([C:29]4[CH:50]=[CH:49][C:32]([O:33][CH2:34][CH2:35][N:36]5[CH2:41][CH2:40][N:39](C(OC(C)(C)C)=O)[CH2:38][CH2:37]5)=[CH:31][CH:30]=4)[CH2:25][CH2:24]3)=[O:22])[CH:18]=[CH:17][CH:16]=2)[CH:10]=[CH:11][C:12]=1[O:13][CH3:14].[ClH:51].C(OCC)(=O)C>C(O)C>[OH2:6].[ClH:2].[ClH:51].[ClH:2].[ClH:2].[CH3:5][O:6][C:7]1[CH:8]=[C:9]([C:15]2[N:20]=[C:19]([C:21]([N:23]3[CH2:24][CH2:25][N:26]([C:29]4[CH:50]=[CH:49][C:32]([O:33][CH2:34][CH2:35][N:36]5[CH2:37][CH2:38][NH:39][CH2:40][CH2:41]5)=[CH:31][CH:30]=4)[CH2:27][CH2:28]3)=[O:22])[CH:18]=[CH:17][CH:16]=2)[CH:10]=[CH:11][C:12]=1[O:13][CH3:14] |f:2.3,5.6.7.8.9.10|. Reported procedure: To a chloroform (3 ml) solution of t-butyl 4-[2-(4-{4-[6-(3,4-dimethoxyphenyl)pyridine-2-carbonyl]piperazin-1-yl}phenoxy)ethyl]piperazine-1-carboxylate was added 0.427 ml of a 4M hydrogen chloride/ethyl acetate solution, followed by 2 days of stirring at room temperature. Further, 2 ml of chloroform and 1 ml of a 4M hydrogen chloride/ethyl acetate solution were added thereto, and the whole was stirred at room temperature overnight. Ethanol was added to the reaction mixture and crude crystals wer...